This data is from the Open Reaction Database (ORD), a public repository of structured organic reaction records. The task is: describe an organic reaction: reactants, conditions, products, and yield Reactants: N1(CCCC1)C=1C=C2SC=3C=C(C=C(C3N(C2=CC1)C(=O)OC(C)(C)C)C(F)(F)F)Br (7-(pyrrolidin-1-yl)-3-bromo-1-trifluoromethyl-10-Boc-phenothiazine), xylenes, C=1C=CC(=CC1)P(C=2C=CC=CC2)C3=CC=C4C=CC=CC4=C3C5=C6C=CC=CC6=CC=C5P(C=7C=CC=CC7)C=8C=CC=CC8 (BINAP), C(=O)([O-])[O-].[Cs+].[Cs+] (Cs2CO3), CN1CCNCC1 (1-methylpiperazine). Product: CN1CCN(CC1)C=1C=C(C=2N(C3=CC=C(C=C3SC2C1)N1CCCC1)C(=O)OC(C)(C)C)C(F)(F)F (3-(4-Methylpiperazin-1-yl)-7-(pyrrolidin-1-yl)-1-trifluoromethyl-10-Boc-phenothiazine). Reaction SMILES: [N:1]1([C:6]2[CH:7]=[C:8]3[C:17](=[CH:18][CH:19]=2)[N:16]([C:20]([O:22][C:23]([CH3:26])([CH3:25])[CH3:24])=[O:21])[C:15]2[C:14]([C:27]([F:30])([F:29])[F:28])=[CH:13][C:12](Br)=[CH:11][C:10]=2[S:9]3)[CH2:5][CH2:4][CH2:3][CH2:2]1.C1C=CC(P(C2C(C3C(P(C4C=CC=CC=4)C4C=CC=CC=4)=CC=C4C=3C=CC=C4)=C3C(C=CC=C3)=CC=2)C2C=CC=CC=2)=CC=1.C([O-])([O-])=O.[Cs+].[Cs+].[CH3:84][N:85]1[CH2:90][CH2:89][NH:88][CH2:87][CH2:86]1>>[CH3:84][N:85]1[CH2:90][CH2:89][N:88]([C:12]2[CH:13]=[C:14]([C:27]([F:30])([F:29])[F:28])[C:15]3[N:16]([C:20]([O:22][C:23]([CH3:25])([CH3:24])[CH3:26])=[O:21])[C:17]4[C:8]([S:9][C:10]=3[CH:11]=2)=[CH:7][C:6]([N:1]2[CH2:5][CH2:4][CH2:3][CH2:2]2)=[CH:19][CH:18]=4)[CH2:87][CH2:86]1 |f:2.3.4|. Procedure details: To a stirred solution of 7-(pyrrolidin-1-yl)-3-bromo-1-trifluoromethyl-10-Boc-phenothiazine (30 mg, 0.058 mmol) in xylenes (5 mL) Pd(dba)2 (1.7 mg, 0.003 mmol), BINAP (1.3 mg, 0.002 mmol), Cs2CO3 (94.5 mg, 0.29 mmol) and 1-methylpiperazine (8.7 mg, 0.01 mL, 0.087 mmol) were added. The mixture was refluxed for 48 h. After that reaction mixture was filtered, solvent was removed under vacuum. Product was used without additional purification. Starting materials: NC1=NC(=C(C(=C1C#N)C1CCN(CC1)C(=O)OC(C)(C)C)C#N)S (tert-Butyl 4-(2-amino-3,5-dicyano-6-mercaptopyridin-4-yl)piperidine-1-carboxylate), ClCC=1N=C(SC1)NC1=CC=C(C=C1)F (4-(chloromethyl)-N-(4-fluorophenyl)-1,3-thiazole-2-amine), C([O-])(O)=O.[Na+] (sodium bicarbonate). Solvent: CN(C)C=O (DMF). Run at time 8 hour. Yields the product NC1=NC(=C(C(=C1C#N)C1CCN(CC1)C(=O)OC(C)(C)C)C#N)SCC=1N=C(SC1)NC1=CC=C(C=C1)F (tert-Butyl 4-{2-amino-3,5-dicyano-6-[({2-[(4-fluorophenyl)amino]-1,3-thiazol-4-yl}methyl)thio]-pyridin-4-yl}piperdine-1-carboxylate). Reaction SMILES: [NH2:1][C:2]1[C:7]([C:8]#[N:9])=[C:6]([CH:10]2[CH2:15][CH2:14][N:13]([C:16]([O:18][C:19]([CH3:22])([CH3:21])[CH3:20])=[O:17])[CH2:12][CH2:11]2)[C:5]([C:23]#[N:24])=[C:4]([SH:25])[N:3]=1.Cl[CH2:27][C:28]1[N:29]=[C:30]([NH:33][C:34]2[CH:39]=[CH:38][C:37]([F:40])=[CH:36][CH:35]=2)[S:31][CH:32]=1.C(=O)(O)[O-].[Na+]>CN(C=O)C>[NH2:1][C:2]1[C:7]([C:8]#[N:9])=[C:6]([CH:10]2[CH2:15][CH2:14][N:13]([C:16]([O:18][C:19]([CH3:20])([CH3:21])[CH3:22])=[O:17])[CH2:12][CH2:11]2)[C:5]([C:23]#[N:24])=[C:4]([S:25][CH2:27][C:28]2[N:29]=[C:30]([NH:33][C:34]3[CH:39]=[CH:38][C:37]([F:40])=[CH:36][CH:35]=3)[S:31][CH:32]=2)[N:3]=1 |f:2.3|. Reported procedure: 100 mg (0.20 mmol) of the compound from Example 17A (70% pure) and 130 mg (0.24 mmol) of 4-(chloromethyl)-N-(4-fluorophenyl)-1,3-thiazole-2-amine (from 4-fluorophenylthiourea and 1,3-dichloroacetone) are dissolved in 2.5 ml of dry DMF, and 100 mg (0.98 mmol) of sodium bicarbonate are added. The reaction mixture is stirred at RT for 8 h. After filtration the filtrate is concentrated under reduced pressure and the residue that remains is purified by preparative HPLC (column: YMC GEL ODS-AQ S-5/15 ... Reaction conditions: temperature 0 celsius, time 18 hour. The product is CC(C)CCC[C@@H](C)[C@H]1CC=C2C=3CC=C4C[C@H](CC[C@]4(C)C3CC[C@]12C)O (cholesta-5,8,14-triene-3βol). The solvent is ClCCl (dichloromethane). Reported procedure: 8α,9α-Epoxycholest-5-en-3βol (200mg) is dissolved in dichloromethane and the solution is cooled to 0° C. 1.5 ml of a diethylaluminumcyanide-solution (1 M in toluene) is added dropwise. After addition, the reaction mixture is warmed to room temperature and stirred for additional 18 hours. After basic work-up and column chromatography, cholesta-5,8,14-triene-3βol (51 mg) is isolated. The yield is 26.7%. As a reaction SMILES: O1[C@@:18]23[C@:19]4([CH3:28])[C:24](=[CH:25][CH2:26][C@@:2]12[C@H:3]1[C@:15]([CH3:29])([CH2:16][CH2:17]3)[C@@H:6]([C@H:7]([CH3:14])[CH2:8][CH2:9][CH2:10][CH:11]([CH3:13])[CH3:12])[CH2:5][CH2:4]1)[CH2:23][C@@H:22]([OH:27])[CH2:21][CH2:20]4.[C-]#N.C([Al+]CC)C>ClCCl>[CH3:13][CH:11]([CH2:10][CH2:9][CH2:8][C@H:7]([C@@H:6]1[C@:15]2([CH3:29])[C:3]([C:2]3[CH2:26][CH:25]=[C:24]4[C@:19]([C:18]=3[CH2:17][CH2:16]2)([CH3:28])[CH2:20][CH2:21][C@H:22]([OH:27])[CH2:23]4)=[CH:4][CH2:5]1)[CH3:14])[CH3:12] |f:1.2|. Starting materials: O1[C@]23[C@@H]4CC[C@H]([C@@H](CCCC(C)C)C)[C@]4(CC[C@]31[C@]3(CC[C@@H](CC3=CC2)O)C)C (8α,9α-Epoxycholest-5-en-3βol), [C-]#N.C(C)[Al+]CC (diethylaluminumcyanide). Starting materials: N1(CCOCC1)CCCOC1=C(C=CC=C1)C=NCCC1=CC=CC=C1 (N-[[2-[3-(4-Morpholinyl)propoxy]phenyl]methylene]-benzeneethanamine), [BH4-].[Na+] (sodium borohydride). Solvent: CO (methanol). The product is N1(CCOCC1)CCCOC1=C(C=CC=C1)CNCCC1=CC=CC=C1 (N-[[2-[3-(4-Morpholinyl)propoxy]phenyl]methyl]benzeneethanamine). The yield is 74.9%. RXN SMILES: [N:1]1([CH2:7][CH2:8][CH2:9][O:10][C:11]2[CH:16]=[CH:15][CH:14]=[CH:13][C:12]=2[CH:17]=[N:18][CH2:19][CH2:20][C:21]2[CH:26]=[CH:25][CH:24]=[CH:23][CH:22]=2)[CH2:6][CH2:5][O:4][CH2:3][CH2:2]1.[BH4-].[Na+]>CO>[N:1]1([CH2:7][CH2:8][CH2:9][O:10][C:11]2[CH:16]=[CH:15][CH:14]=[CH:13][C:12]=2[CH2:17][NH:18][CH2:19][CH2:20][C:21]2[CH:22]=[CH:23][CH:24]=[CH:25][CH:26]=2)[CH2:2][CH2:3][O:4][CH2:5][CH2:6]1 |f:1.2|. Reported procedure: N-[[2-[3-(4-Morpholinyl)propoxy]phenyl]methylene]-benzeneethanamine (17 g) is reduced with 5.4 g of sodium borohydride in 85 ml of methanol following the procedure described in Example 1B to yield 12.8 g of product as an oil, boiling point 219°-223° C. at 0.1-0.2 mm of Hg.